From a dataset of the Open Reaction Database (ORD), a public repository of structured organic reaction records. describe an organic reaction: reactants, conditions, products, and yield The reactants are Cl (hydrochloric acid), [C-]#N.[K+] (potassium cyanide), C(C1=CC=CC=C1)N (benzylamine), ice water, C(=O)C1(CC1)C(=O)OCC (ethyl 1-formylcyclopropane-1-carboxylate). Run in C(C)O (ethanol), O (water). Reaction conditions: temperature 50 celsius, time 2.5 hour. Yields the product C(C1=CC=CC=C1)NC(C#N)C1(CC1)C(=O)OCC (1-(1-Benzylamino-1-cyanomethyl)-1-ethoxycarbonylcyclopropane). Yield: 87.1%. Reaction SMILES: [C-:1]#[N:2].[K+].[CH2:4]([NH2:11])[C:5]1[CH:10]=[CH:9][CH:8]=[CH:7][CH:6]=1.[CH:12]([C:14]1([C:17]([O:19][CH2:20][CH3:21])=[O:18])[CH2:16][CH2:15]1)=O.Cl>O.C(O)C>[CH2:4]([NH:11][CH:12]([C:14]1([C:17]([O:19][CH2:20][CH3:21])=[O:18])[CH2:16][CH2:15]1)[C:1]#[N:2])[C:5]1[CH:10]=[CH:9][CH:8]=[CH:7][CH:6]=1 |f:0.1|. Procedure: An eggplant type flask was charged with 131 mg of potassium cyanide and 539 mg of benzylamine, and the contents were dispersed in 1 ml of water. Thereto was added dropwise 146 mg of ethyl 1-formylcyclopropane-1-carboxylate dissolved in 2 ml of ethanol at room temperature, followed by dropwise addition of 0.2 ml of concentrated hydrochloric acid. The reaction solution was stirred for 2.5 hours at 50° C. After confirming completion of the reaction, the reaction solution was mixed with ice water an... The reactants are CCOC(C=O)OCC, COC(=O)C=P(c1ccccc1)(c1ccccc1)c1ccccc1, c1ccccc1. Yields the product CCOC(C=CC(=O)OC)OCC. Reaction SMILES: [CH2:1]([CH3:2])[O:3][CH:4]([CH:5]=[O:6])[O:7][CH2:8][CH3:9].[c:10]1([P:11]([c:12]2[cH:13][cH:14][cH:15][cH:16][cH:17]2)([c:18]2[cH:19][cH:20][cH:21][cH:22][cH:23]2)=[CH:29][C:30](=[O:31])[O:32][CH3:33])[cH:24][cH:25][cH:26][cH:27][cH:28]1.[cH:34]1[cH:35][cH:36][cH:37][cH:38][cH:39]1>>[CH2:1]([CH3:2])[O:3][CH:4]([CH:5]=[CH:29][C:30](=[O:31])[O:32][CH3:33])[O:7][CH2:8][CH3:9]. The reactants are C1(CC1)N(C(=O)[C@@H]1CN(CC[C@H]1C1=CC(N(C=C1)C)=O)C(=O)OC(C)(C)C)CC=1C=C(C=C(C1)CCCOC)C1=CC=CC=C1 (trans-tert-butyl 3-[(cyclopropyl{[5-(3-methoxypropyl)biphenyl-3-yl]methyl}amino)carbonyl]-4-(1-methyl-2-oxo-1,2-dihydropyridin-4-yl)piperidine-1-carboxylate), Cl (HCl). The solvent is C(Cl)Cl (CH2Cl2). Conditions: time 45 minute. The product is C1(CC1)N(C(=O)[C@@H]1CNCC[C@H]1C1=CC(N(C=C1)C)=O)CC=1C=C(C=C(C1)CCCOC)C1=CC=CC=C1 (trans-N-Cyclopropyl-4-(1-methyl-2-oxo-1,2-dihydro-4-pyridinyl)-N-({5-[3-(methyloxy)propyl]-3-biphenylyl}methyl)-3-piperidinecarboxamide). As a reaction SMILES: [CH:1]1([N:4]([CH2:28][C:29]2[CH:30]=[C:31]([C:40]3[CH:45]=[CH:44][CH:43]=[CH:42][CH:41]=3)[CH:32]=[C:33]([CH2:35][CH2:36][CH2:37][O:38][CH3:39])[CH:34]=2)[C:5]([C@H:7]2[C@H:12]([C:13]3[CH:18]=[CH:17][N:16]([CH3:19])[C:15](=[O:20])[CH:14]=3)[CH2:11][CH2:10][N:9](C(OC(C)(C)C)=O)[CH2:8]2)=[O:6])[CH2:3][CH2:2]1.Cl>C(Cl)Cl>[CH:1]1([N:4]([CH2:28][C:29]2[CH:30]=[C:31]([C:40]3[CH:41]=[CH:42][CH:43]=[CH:44][CH:45]=3)[CH:32]=[C:33]([CH2:35][CH2:36][CH2:37][O:38][CH3:39])[CH:34]=2)[C:5]([C@H:7]2[C@H:12]([C:13]3[CH:18]=[CH:17][N:16]([CH3:19])[C:15](=[O:20])[CH:14]=3)[CH2:11][CH2:10][NH:9][CH2:8]2)=[O:6])[CH2:3][CH2:2]1. Procedure details: To a CH2Cl2 solution (0.05 M) of trans-tert-butyl 3-[(cyclopropyl{[5-(3-methoxypropyl)biphenyl-3-yl]methyl}amino)carbonyl]-4-(1-methyl-2-oxo-1,2-dihydropyridin-4-yl)piperidine-1-carboxylate (1 eq.) from the previous step was added HCl (4.0 M dioxane solution, 30 eq.). The resulting solution was stirred at RT for 45 min. Following the removal of the volatiles in vacuo, the resulting residue was directly loaded onto a SiO2 column packed with 93:7 (v/v) CH2Cl2:2.0 M NH3 in MeOH. Elution with the sa... Reactants: C(C)OC(=O)C=1C(=NN(C1)C(C)C)C(F)(F)F (1-Isopropyl-3-(trifluoromethyl)-1H-pyrazole-4-carboxylic acid ethyl ester), CC(C)C[AlH]CC(C)C (DIBALH), Cl (HCl). The solvent is C1(=CC=CC=C1)C (toluene). Reaction conditions: time 2 hour. Yields the product C(C)(C)N1N=C(C(=C1)CO)C(F)(F)F ([1-Isopropyl-3-(trifluoromethyl)-1H-pyrazol-4-yl]methanol). The yield is 97.8%. RXN SMILES: C([O:3][C:4]([C:6]1[C:7]([C:14]([F:17])([F:16])[F:15])=[N:8][N:9]([CH:11]([CH3:13])[CH3:12])[CH:10]=1)=O)C.CC(C[AlH]CC(C)C)C.Cl>C1(C)C=CC=CC=1>[CH:11]([N:9]1[CH:10]=[C:6]([CH2:4][OH:3])[C:7]([C:14]([F:17])([F:16])[F:15])=[N:8]1)([CH3:13])[CH3:12]. Procedure: To a solution of 1-Isopropyl-3-(trifluoromethyl)-1H-pyrazole-4-carboxylic acid ethyl ester (Preparation 111, 10.2 g, 40.76 mmol) in toluene (200 mL) at −78° C. was added DIBALH (85 mL, 101.91 mmol) dropwise and the reaction allowed to stir at this temperature for 2 hours. 2N HCl was added to quench the reaction followed by extraction into EtOAc. The organic layer was collected, washed with water, brine, dried over sodium sulphate and concentrated in vacuo to afford the title compound (8.3 g) tha... Starting materials: CC(C)(C)OC(=O)NC1Cc2ccccc2C(F)C1O, CC(C)(C)O, ClCCl. Product: CC(C)(C)OC(=O)NC1Cc2ccccc2C(F)C1=O. As a reaction SMILES: [C:1]([CH3:2])([CH3:3])([CH3:4])[O:5][C:6](=[O:7])[NH:8][CH:9]1[CH:10]([OH:20])[CH:11]([F:19])[c:12]2[cH:13][cH:14][cH:15][cH:16][c:17]2[CH2:18]1.[C:21]([OH:22])([CH3:23])([CH3:24])[CH3:25].[CH2:26]([Cl:27])[Cl:28]>>[C:1]([CH3:2])([CH3:3])([CH3:4])[O:5][C:6](=[O:7])[NH:8][CH:9]1[C:10](=[O:20])[CH:11]([F:19])[c:12]2[cH:13][cH:14][cH:15][cH:16][c:17]2[CH2:18]1. Starting materials: ClCCl, FC(F)(F)C(OS(F)(F)OC(C(F)(F)F)C(F)(F)F)C(F)(F)F, O=[N+]([O-])c1ccc(CO)cc1. The product is O=[N+]([O-])c1ccc(CF)cc1. As a reaction SMILES: [CH2:35]([Cl:36])[Cl:37].[F:12][C:13]([F:14])([F:15])[CH:16]([C:17]([F:18])([F:19])[F:20])[O:21][S:22]([F:23])([F:24])[O:25][CH:26]([C:27]([F:28])([F:29])[F:30])[C:31]([F:32])([F:33])[F:34].[N+:1](=[O:2])([O-:3])[c:4]1[cH:5][cH:6][c:7]([CH2:8][OH:9])[cH:10][cH:11]1>>[N+:1](=[O:2])([O-:3])[c:4]1[cH:5][cH:6][c:7]([CH2:8][F:12])[cH:10][cH:11]1. The reactants are ClC1=CC(=NC=N1)N1NC=C(C1=O)C=1C=NC=CC1 (2-(6-Chloropyrimidin-4-yl)-4-pyridin-3-yl-1,2-dihydro-3H-pyrazol-3-one), N1CC(C1)NC(OC(C)(C)C)=O (tert-butyl azetidin-3-ylcarbamate). Solvent: C(C)O (ethanol). Product: O=C1C(=CNN1C1=CC(=NC=N1)N1CC(C1)NC(OC(C)(C)C)=O)C=1C=NC=CC1 (tert-Butyl {1-[6-(5-oxo-4-pyridin-3-yl-2,5-dihydro-1H-pyrazol-1-yl)pyrimidin-4-yl]azetidin-3-yl}-carbamate). As a reaction SMILES: Cl[C:2]1[N:7]=[CH:6][N:5]=[C:4]([N:8]2[C:12](=[O:13])[C:11]([C:14]3[CH:15]=[N:16][CH:17]=[CH:18][CH:19]=3)=[CH:10][NH:9]2)[CH:3]=1.[NH:20]1[CH2:23][CH:22]([NH:24][C:25](=[O:31])[O:26][C:27]([CH3:30])([CH3:29])[CH3:28])[CH2:21]1>C(O)C>[O:13]=[C:12]1[N:8]([C:4]2[N:5]=[CH:6][N:7]=[C:2]([N:20]3[CH2:23][CH:22]([NH:24][C:25](=[O:31])[O:26][C:27]([CH3:29])([CH3:28])[CH3:30])[CH2:21]3)[CH:3]=2)[NH:9][CH:10]=[C:11]1[C:14]1[CH:15]=[N:16][CH:17]=[CH:18][CH:19]=1. Procedure: 200 mg (0.7 mmol) of the compound from Example 23 and 252 mg (1.5 mmol) of tert-butyl azetidin-3-ylcarbamate are suspended in 6 ml of ethanol and reacted at 120° C. in a single-mode microwave oven (CEM Explorer) for 40 min. The solid formed is filtered off, washed twice with in each case 0.5 ml of ethanol and dried under high vacuum.